describe an organic reaction: reactants, conditions, products, and yield From a dataset of the Open Reaction Database (ORD), a public repository of structured organic reaction records. Reactants: O (Water), C[O-].[Na+] (Sodium methoxide), NC1=C2C(=NC=N1)N(N=C2C2=CC=C(C=O)C=C2)C2CCC(CC2)N2CCN(CC2)C (4-{4-amino-1-[4-(4-methylpiperazino)cyclohexyl]-1H-pyrazolo[3,4-d]pyrimidin-3-yl}benzaldehyde), C1(=CC=C(C=C1)S(=O)(=O)C[N+]#[C-])C ((p-tolylsulfonyl)methyl isocyanide). The solvent is CO (methanol). Conditions: time 5 minute. Product: CN1CCN(CC1)[C@H]1CC[C@H](CC1)N1N=C(C=2C1=NC=NC2N)C2=CC=C(C=C2)C2=CN=CO2 (cis-1-[4-(4-methylpiperazino)cyclohexyl]-3-[4-(1,3-oxazol-5-yl)phenyl]-1H-pyrazolo[3,4-d]pyrimidin-4-amine). The yield is 27.4%. RXN SMILES: C[O-].[Na+].[NH2:4][C:5]1[N:10]=[CH:9][N:8]=[C:7]2[N:11]([CH:22]3[CH2:27][CH2:26][CH:25]([N:28]4[CH2:33][CH2:32][N:31]([CH3:34])[CH2:30][CH2:29]4)[CH2:24][CH2:23]3)[N:12]=[C:13]([C:14]3[CH:21]=[CH:20][C:17]([CH:18]=[O:19])=[CH:16][CH:15]=3)[C:6]=12.C1(C)C=CC(S([CH2:44][N+:45]#[C-:46])(=O)=O)=CC=1.O>CO>[CH3:34][N:31]1[CH2:30][CH2:29][N:28]([C@@H:25]2[CH2:26][CH2:27][C@H:22]([N:11]3[C:7]4=[N:8][CH:9]=[N:10][C:5]([NH2:4])=[C:6]4[C:13]([C:14]4[CH:21]=[CH:20][C:17]([C:18]5[O:19][CH:46]=[N:45][CH:44]=5)=[CH:16][CH:15]=4)=[N:12]3)[CH2:23][CH2:24]2)[CH2:33][CH2:32]1 |f:0.1|. Procedure: Sodium methoxide (130 mg, 2.41 mmol) was added in portions to a mixture of 4-{4-amino-1-[4-(4-methylpiperazino)cyclohexyl]-1H-pyrazolo[3,4-d]pyrimidin-3-yl}benzaldehyde (300 mg, 0.715 mmol) in methanol (20 mL). After 5 minutes, (p-tolylsulfonyl)methyl isocyanide (tosmic) (167 mg, 0.858 mmol) was added in portions. The solution was heated at reflux for 5 hours. Water (10 mL) was added while it was still hot. After cooling on ice for 5 minutes, the solid was filtered and washed with a mixture of m...